This data is from the Open Reaction Database (ORD), a public repository of structured organic reaction records. The task is: describe an organic reaction: reactants, conditions, products, and yield The reactants are ClCCl, C1CCOC1, O=C(O)CN1CSCC1=O, O=S(Cl)Cl. Product: O=C(Cl)CN1CSCC1=O. As a reaction SMILES: [Cl:15][CH2:16][Cl:17].[O:18]1[CH2:19][CH2:20][CH2:21][CH2:22]1.[O:5]=[C:6]1[N:7]([CH2:11][C:12](=[O:13])[OH:14])[CH2:8][S:9][CH2:10]1.[S:1]([Cl:2])([Cl:3])=[O:4]>>[Cl:3][C:12]([CH2:11][N:7]1[C:6](=[O:5])[CH2:10][S:9][CH2:8]1)=[O:14]. The reactants are Cl.C(C)OC(CCCN)=O (4-Amino-butyric acid ethyl ester HCl salt), CCN(C(C)C)C(C)C (Hunig's base), COC(=O)C=1C(=C2C=C(C(N(C2=CN1)CC1=CC=CC=C1)=O)C1=CC(=CC=C1)OC)O (1-benzyl-5-hydroxy-3-(3-methoxy-phenyl)-2-oxo-1,2-dihydro-[1,7]naphthyridine-6-carboxylic acid methyl ester), [OH-].[Na+] (NaOH), C=1C=CC2=C(C1)N=NN2O (HOBt), C(CCl)Cl (EDC). The solvent is C1CCOC1 (THF), CO (MeOH), C(Cl)Cl (CH2Cl2), CCOC(=O)C (EtOAc). Reaction conditions: time 8 hour. Product: C(C)OC(CCCNC(=O)C1=C(C2=CC(C(NC2=CN1CC1=CC=CC=C1)=O)C1=CC(=CC=C1)OC)O)=O (4-{[7-Benzyl-5-hydroxy-3-(3-methoxy-phenyl)-2-oxo-1,2-dihydro-[1,7]naphthyridine-6-carbonyl]-amino}-butyric acid ethyl ester). The yield is 52.4%. Reaction SMILES: CO[C:3]([C:5]1[C:6]([OH:31])=[C:7]2[C:12](=[CH:13][N:14]=1)[N:11](CC1C=CC=CC=1)[C:10](=[O:22])[C:9]([C:23]1[CH:28]=[CH:27][CH:26]=[C:25]([O:29][CH3:30])[CH:24]=1)=[CH:8]2)=[O:4].[OH-].[Na+].[CH:34]1[CH:35]=[CH:36][C:37]2N(O)N=N[C:38]=2[CH:39]=1.[CH2:44](Cl)CCl.Cl.[CH2:49]([O:51][C:52](=[O:57])[CH2:53][CH2:54][CH2:55][NH2:56])[CH3:50].CCN(C(C)C)C(C)C>CCOC(C)=O.C(Cl)Cl.C1COCC1.CO>[CH2:49]([O:51][C:52](=[O:57])[CH2:53][CH2:54][CH2:55][NH:56][C:3]([C:5]1[N:14]([CH2:44][C:38]2[CH:37]=[CH:36][CH:35]=[CH:34][CH:39]=2)[CH:13]=[C:12]2[C:7](=[CH:8][CH:9]([C:23]3[CH:28]=[CH:27][CH:26]=[C:25]([O:29][CH3:30])[CH:24]=3)[C:10](=[O:22])[NH:11]2)[C:6]=1[OH:31])=[O:4])[CH3:50] |f:1.2,5.6|. Procedure details: A mixture of 1-benzyl-5-hydroxy-3-(3-methoxy-phenyl)-2-oxo-1,2-dihydro-[1,7]naphthyridine-6-carboxylic acid methyl ester (60 mg, 0.14 mmol), 2 M NaOH (3 mL), MeOH (3 mL) and THF (3 mL) was stirred at r.t. overnight, then concentrated to approximately one-third of its original volume. 1 M HCl was added to acidify the mixture, and the resulting suspension was extracted with EtOAc. The organic layer was dried over MgSO4 and concentrated. To the residue were then added HOBt (32 mg, 0.23 mmol), CH2Cl... Reactants: FC1=CC=C(C=C1)OC(=O)N1C([C@@H](CCCC1)NC(=O)OC(C)(C)C)=O ((3R)-3-[[(1,1-dimethylethoxy)carbonyl]amino]hexahydro-2-oxo-1H-azepine-1-carboxylic acid-4-fluorophenyl ester), C(=O)(O)[O-].[Na+] (NaHCO3), ClC1=CC=C2C(=CC(=NC2=C1)N)N1CCNCC1 (7-chloro-4-(1-piperazinyl)-2-quinolinamine), C(=O)(C(F)(F)F)O (TFA), ClC(Cl)(OC(OC(Cl)(Cl)Cl)=O)Cl (triphosgene). Yields the product FC1=CC=C(C=C1)OC(=O)N1C([C@H](CCCC1)NC(=O)N1CCN(CC1)C1=CC(=NC2=CC(=CC=C12)Cl)N)=O ((3S)-3-[[[4-(2-Amino-7-chloro-4-quinolinyl)-1-piperazinyl]carbonyl]amino]hexahydro-2-oxo-1H-azepine-1-carboxylic acid-4-fluorophenyl Ester). As a reaction SMILES: [F:1][C:2]1[CH:7]=[CH:6][C:5]([O:8][C:9]([N:11]2[CH2:17][CH2:16][CH2:15][CH2:14][C@@H:13]([NH:18][C:19]([O:21]C(C)(C)C)=O)[C:12]2=[O:26])=[O:10])=[CH:4][CH:3]=1.C(O)(C(F)(F)F)=O.ClC(Cl)(OC(=O)OC(Cl)(Cl)Cl)Cl.C([O-])(O)=O.[Na+].[Cl:51][C:52]1[CH:61]=[C:60]2[C:55]([C:56]([N:63]3[CH2:68][CH2:67][NH:66][CH2:65][CH2:64]3)=[CH:57][C:58]([NH2:62])=[N:59]2)=[CH:54][CH:53]=1>>[F:1][C:2]1[CH:3]=[CH:4][C:5]([O:8][C:9]([N:11]2[CH2:17][CH2:16][CH2:15][CH2:14][C@H:13]([NH:18][C:19]([N:66]3[CH2:67][CH2:68][N:63]([C:56]4[C:55]5[C:60](=[CH:61][C:52]([Cl:51])=[CH:53][CH:54]=5)[N:59]=[C:58]([NH2:62])[CH:57]=4)[CH2:64][CH2:65]3)=[O:21])[C:12]2=[O:26])=[O:10])=[CH:6][CH:7]=1 |f:3.4|. Procedure details: As described for example 213, (3R)-3-[[(1,1-dimethylethoxy)carbonyl]amino]hexahydro-2-oxo-1H-azepine-1-carboxylic acid-4-fluorophenyl ester, TFA, triphosgene, NaHCO3 (sat.), and 7-chloro-4-(1-piperazinyl)-2-quinolinamine are reacted to afford the product as a light yellow solid. LC-MS: 555 (M++1). 1H NMR (CDCl3): δ 1.54˜2.10 (m, 5H), 2.16–2.24 (m, 1H), 3.14 (m, 4H), 3.54 (dd, 1H), 3.68 (m, 4H), 4.52 (dd, 1H), 4.84 (br.s, 2H), 4.90 (ddd, 1H), 5.94 (d, 1H), 6.15 (s, 1H), 7.06–7.13 (m, 2H), 7.13–7.... The reactants are C(C)(=O)Cl (acetyl chloride), C(#N)C1=CC2=C(NC(=N2)C(C(F)(F)F)(OCC(=O)OC)C2=C3C=CNC3=C(C=C2OC)C)C=C1 ((−)-Methyl 2-(1-(5-cyano-1H-benzo[d]imidazol-2-yl)-2,2,2-trifluoro-1-(5-methoxy-7-methyl-1H-indol-4-yl)ethoxy)acetate), C([O-])(O)=O.[Na+] (sodium bicarbonate). Run in C(C)O (ethanol), C(C)O (ethanol). Reaction conditions: time 16 hour. The product is C(#N)C1=CC2=C(NC(=N2)C(C(F)(F)F)(OCC(=O)OCC)C2=C3C=CNC3=C(C=C2OC)C)C=C1 ((−)-Ethyl 2-(1-(5-cyano-1H-benzo[d]imidazol-2-yl)-2,2,2-trifluoro-1-(5-methoxy-7-methyl-1H-indol-4-yl)ethoxy)acetate). RXN SMILES: [C:1]([C:3]1[CH:34]=[CH:33][C:6]2[NH:7][C:8]([C:10]([C:21]3[C:29]([O:30][CH3:31])=[CH:28][C:27]([CH3:32])=[C:26]4[C:22]=3[CH:23]=[CH:24][NH:25]4)([O:15][CH2:16][C:17]([O:19][CH3:20])=[O:18])[C:11]([F:14])([F:13])[F:12])=[N:9][C:5]=2[CH:4]=1)#[N:2].[C:35](Cl)(=O)C.C(=O)(O)[O-].[Na+]>C(O)C>[C:1]([C:3]1[CH:34]=[CH:33][C:6]2[NH:7][C:8]([C:10]([C:21]3[C:29]([O:30][CH3:31])=[CH:28][C:27]([CH3:32])=[C:26]4[C:22]=3[CH:23]=[CH:24][NH:25]4)([O:15][CH2:16][C:17]([O:19][CH2:20][CH3:35])=[O:18])[C:11]([F:12])([F:13])[F:14])=[N:9][C:5]=2[CH:4]=1)#[N:2] |f:2.3|. Procedure details: (+) or (−)-Methyl 2-(1-(5-cyano-1H-benzo[d]imidazol-2-yl)-2,2,2-trifluoro-1-(5-methoxy-7-methyl-1H-indol-4-yl)ethoxy)acetate (tr=3.5 min—from Example 35-B) (54 mg, 0.114 mmol) was dissolved in ethanol (2.0 mL). This solution was added to a mixture of acetyl chloride (1.0 mL) in ethanol (20.0 mL) at 0° C. This mixture was gradually warmed to room temperature and stirred for 16 hr. The reaction solution was basified with saturated sodium bicarbonate solution and the majority of the ethanol was rem... The reactants are C(C)(=O)N1C=NC=C1 (1-acetylimidazole), ClCCCC1=CC=C(C(=O)OCC)C=C1 (ethyl 4-(3-chloropropyl)benzoate), [I-].[Na+] (sodium iodide). Run in C(C)#N (acetonitrile). Conditions: temperature 140 celsius. Yields the product [I-].C(C)(=O)[N+]1=CN(C=C1)CCCC1=CC=C(C=C1)C(=O)OCC (1-acetyl-3-[3-(4-ethoxycarbonylphenyl)propyl]imidazolium iodide). Yield: 93.5%. RXN SMILES: [C:1]([N:4]1[CH:8]=[CH:7][N:6]=[CH:5]1)(=[O:3])[CH3:2].Cl[CH2:10][CH2:11][CH2:12][C:13]1[CH:23]=[CH:22][C:16]([C:17]([O:19][CH2:20][CH3:21])=[O:18])=[CH:15][CH:14]=1.[I-:24].[Na+]>C(#N)C>[I-:24].[C:1]([N+:4]1[CH:8]=[CH:7][N:6]([CH2:10][CH2:11][CH2:12][C:13]2[CH:23]=[CH:22][C:16]([C:17]([O:19][CH2:20][CH3:21])=[O:18])=[CH:15][CH:14]=2)[CH:5]=1)(=[O:3])[CH3:2] |f:2.3,5.6|. Procedure details: To 10 ml of dry acetonitrile were added 1.1 g of 1-acetylimidazole, 2.26 g of ethyl 4-(3-chloropropyl)benzoate and 1.5 g of sodium iodide, and the mixture was heated in a sealed tube for 18 hours at 140° C. under stirring. After cooling, the reaction mixture was filtrated to remove insoluble materials and the filtrate was concentrated under reduced pressure. To the residue was added an adequate amount of dry diethyl ether and the resulting powder was collected by filtration to obtain 3.99 g of 1... The reactants are COc1cccc(CBr)c1, COC(=O)c1cccc2[nH]c(C(=O)Nc3ccc(N4CCOCC4=O)cc3)nc12, Cc1ccccc1, [K+], [K+], O=C([O-])[O-], CN(C)C=O. Product: COC(=O)c1cccc2c1nc(C(=O)Nc1ccc(N3CCOCC3=O)cc1)n2Cc1cccc(OC)c1. As a reaction SMILES: [Br:36][CH2:37][c:38]1[cH:39][c:40]([O:44][CH3:45])[cH:41][cH:42][cH:43]1.[CH3:1][O:2][C:3](=[O:4])[c:5]1[cH:6][cH:7][cH:8][c:9]2[nH:10][c:11]([C:14]([NH:15][c:16]3[cH:17][cH:18][c:19]([N:22]4[C:23](=[O:28])[CH2:24][O:25][CH2:26][CH2:27]4)[cH:20][cH:21]3)=[O:29])[n:12][c:13]12.[CH3:51][c:52]1[cH:53][cH:54][cH:55][cH:56][cH:57]1.[K+:30].[K+:31].[O-:32][C:33]([O-:34])=[O:35].[O:46]=[CH:47][N:48]([CH3:49])[CH3:50]>>[CH3:1][O:2][C:3](=[O:4])[c:5]1[cH:6][cH:7][cH:8][c:9]2[n:10]([CH2:37][c:38]3[cH:39][c:40]([O:44][CH3:45])[cH:41][cH:42][cH:43]3)[c:11]([C:14]([NH:15][c:16]3[cH:17][cH:18][c:19]([N:22]4[C:23](=[O:28])[CH2:24][O:25][CH2:26][CH2:27]4)[cH:20][cH:21]3)=[O:29])[n:12][c:13]12. Starting materials: COC(=O)c1cc(Br)cc2cc[nH]c12, CN1CCCC1=O, CS(=O)[O-], CCOC(C)=O, Cl[Cu]Cl, [Na+]. The product is COC(=O)c1cc(S(C)(=O)=O)cc2cc[nH]c12. As a reaction SMILES: [Br:1][c:2]1[cH:3][c:4]2[cH:5][cH:6][nH:7][c:8]2[c:9]([C:11](=[O:12])[O:13][CH3:14])[cH:10]1.[CH3:15][N:16]1[CH2:17][CH2:18][CH2:19][C:20]1=[O:21].[CH3:22][S:23](=[O:24])[O-:25].[CH3:30][CH2:31][O:32][C:33](=[O:34])[CH3:35].[Cu:27]([Cl:28])[Cl:29].[Na+:26]>>[c:2]1([S:23]([CH3:22])(=[O:24])=[O:25])[cH:3][c:4]2[cH:5][cH:6][nH:7][c:8]2[c:9]([C:11](=[O:12])[O:13][CH3:14])[cH:10]1. Reactants: ClCCl, O, BrP(Br)Br, O=c1cc(OCc2ccoc2)ccn1CCc1ccc(CO)cc1. The product is O=c1cc(OCc2ccoc2)ccn1CCc1ccc(CBr)cc1. As a reaction SMILES: [Cl:29][CH2:30][Cl:31].[OH2:32].[P:25]([Br:26])([Br:27])[Br:28].[o:1]1[cH:2][c:3]([CH2:6][O:7][c:8]2[cH:9][c:10](=[O:24])[n:11]([CH2:14][CH2:15][c:16]3[cH:17][cH:18][c:19]([CH2:22][OH:23])[cH:20][cH:21]3)[cH:12][cH:13]2)[cH:4][cH:5]1>>[o:1]1[cH:2][c:3]([CH2:6][O:7][c:8]2[cH:9][c:10](=[O:24])[n:11]([CH2:14][CH2:15][c:16]3[cH:17][cH:18][c:19]([CH2:22][Br:26])[cH:20][cH:21]3)[cH:12][cH:13]2)[cH:4][cH:5]1. The product is CC(C)=CCOc1cc(NC(=S)c2ccoc2C)ccc1Cl. Reaction SMILES: [C:23](=[O:24])([OH:25])[O-:26].[CH3:28][O:29][c:30]1[cH:31][cH:32][c:33]([P:34]2(=[S:37])[S:35][P:36]([c:38]3[cH:39][cH:40][c:41]([O:42][CH3:43])[cH:44][cH:45]3)(=[S:46])[S:47]2)[cH:48][cH:49]1.[CH3:50][c:51]1[cH:52][cH:53][cH:54][cH:55][cH:56]1.[Cl:1][c:2]1[c:3]([O:17][CH2:18][CH:19]=[C:20]([CH3:21])[CH3:22])[cH:4][c:5]([NH:8][C:9](=[O:10])[c:11]2[c:12]([CH3:16])[o:13][cH:14][cH:15]2)[cH:6][cH:7]1.[Na+:27]>>[Cl:1][c:2]1[c:3]([O:17][CH2:18][CH:19]=[C:20]([CH3:21])[CH3:22])[cH:4][c:5]([NH:8][C:9]([c:11]2[c:12]([CH3:16])[o:13][cH:14][cH:15]2)=[S:37])[cH:6][cH:7]1. Reactants: O=C([O-])O, COc1ccc(P2(=S)SP(=S)(c3ccc(OC)cc3)S2)cc1, Cc1ccccc1, CC(C)=CCOc1cc(NC(=O)c2ccoc2C)ccc1Cl, [Na+]. Reactants: CO, [Na+], [OH-], COC(=O)CSCCCCCCn1nc(-c2ccccc2)c(-c2ccccc2)c1-c1ccccc1. Yields the product O=C(O)CSCCCCCCn1nc(-c2ccccc2)c(-c2ccccc2)c1-c1ccccc1. Reaction SMILES: [CH3:38][OH:39].[Na+:37].[OH-:36].[c:1]1(-[c:7]2[n:8][n:9]([CH2:24][CH2:25][CH2:26][CH2:27][CH2:28][CH2:29][S:30][CH2:31][C:32](=[O:33])[O:34][CH3:35])[c:10](-[c:18]3[cH:19][cH:20][cH:21][cH:22][cH:23]3)[c:11]2-[c:12]2[cH:13][cH:14][cH:15][cH:16][cH:17]2)[cH:2][cH:3][cH:4][cH:5][cH:6]1>>[c:1]1(-[c:7]2[n:8][n:9]([CH2:24][CH2:25][CH2:26][CH2:27][CH2:28][CH2:29][S:30][CH2:31][C:32](=[O:33])[OH:34])[c:10](-[c:18]3[cH:19][cH:20][cH:21][cH:22][cH:23]3)[c:11]2-[c:12]2[cH:13][cH:14][cH:15][cH:16][cH:17]2)[cH:2][cH:3][cH:4][cH:5][cH:6]1.